This data is from the Open Reaction Database (ORD), a public repository of structured organic reaction records. The task is: describe an organic reaction: reactants, conditions, products, and yield The reactants are S(=O)(Cl)Cl (Thionyl chloride), ClC1=C(C=CC=C1)C(C)O (1-(2-chlorophenyl)ethanol), Cl (HCl). The solvent is C1(=CC=CC=C1)C (toluene). Reaction conditions: time 2 hour. Product: ClC1=C(C=CC=C1)C(C)Cl (1-chloro-2-(1-chloroethyl)benzene). The yield is 72.0%. Reaction SMILES: S(Cl)(Cl)=O.[Cl:5][C:6]1[CH:11]=[CH:10][CH:9]=[CH:8][C:7]=1[CH:12](O)[CH3:13].[ClH:15]>C1(C)C=CC=CC=1>[Cl:5][C:6]1[CH:11]=[CH:10][CH:9]=[CH:8][C:7]=1[CH:12]([Cl:15])[CH3:13]. Procedure details: Thionyl chloride (1.49 g, 12.6 mmol) was added to 1-(2-chlorophenyl)ethanol (1.0 g, 6.3 mmol) in toluene (50 mL) and the mixture was allowed to stir at room temperature for 2 h. To the reaction mixture was added 10% aq. HCl solution (20 mL). The organic phase was separated and washed with another portion of 10% aq. HCl solution, brine (20 mL) and then separated, dried and evaporated to provide 1-chloro-2-(1-chloroethyl)benzene in 72% yield. Starting materials: [BH4-], O=C(Cn1ccc(OCc2ccccc2)cc1=O)c1ccc2c(c1)CCN(C(=O)C(F)(F)F)CC2, CO, [Na+]. Yields the product O=C(N1CCc2ccc(C(O)Cn3ccc(OCc4ccccc4)cc3=O)cc2CC1)C(F)(F)F. RXN SMILES: [BH4-:36].[CH2:1]([c:2]1[cH:3][cH:4][cH:5][cH:6][cH:7]1)[O:8][c:9]1[cH:10][c:11](=[O:35])[n:12]([CH2:15][C:16]([c:17]2[cH:18][c:19]3[c:20]([cH:32][cH:33]2)[CH2:21][CH2:22][N:23]([C:26]([C:27]([F:28])([F:29])[F:30])=[O:31])[CH2:24][CH2:25]3)=[O:34])[cH:13][cH:14]1.[CH3:38][OH:39].[Na+:37]>>[CH2:1]([c:2]1[cH:3][cH:4][cH:5][cH:6][cH:7]1)[O:8][c:9]1[cH:10][c:11](=[O:35])[n:12]([CH2:15][CH:16]([c:17]2[cH:18][c:19]3[c:20]([cH:32][cH:33]2)[CH2:21][CH2:22][N:23]([C:26]([C:27]([F:28])([F:29])[F:30])=[O:31])[CH2:24][CH2:25]3)[OH:34])[cH:13][cH:14]1. The reactants are C1(CC1)C=1C=C(C=C(C(=O)OC)C1)C(=O)OC (dimethyl 5-cyclopropylisophthalate), [OH-].[K+] (potassium hydroxide). Solvent: CO (MeOH), C1CCOC1 (THF). Run at temperature 78 celsius. Yields the product C1(CC1)C=1C=C(C=C(C(=O)O)C1)C(=O)O (5-cyclopropylisophthalic acid), C1(CC1)C=1C=C(C(=O)O)C=C(C1)C(=O)OC (3-cyclopropyl-5-(methoxycarbonyl)benzoic acid). Isolated yield 56.0%. As a reaction SMILES: [CH:1]1([C:4]2[CH:5]=[C:6]([C:14]([O:16]C)=[O:15])[CH:7]=[C:8]([CH:13]=2)[C:9]([O:11][CH3:12])=[O:10])[CH2:3][CH2:2]1.[OH-].[K+]>CO.C1COCC1>[CH:1]1([C:4]2[CH:5]=[C:6]([C:14]([OH:16])=[O:15])[CH:7]=[C:8]([CH:13]=2)[C:9]([OH:11])=[O:10])[CH2:2][CH2:3]1.[CH:1]1([C:4]2[CH:5]=[C:6]([CH:7]=[C:8]([C:9]([O:11][CH3:12])=[O:10])[CH:13]=2)[C:14]([OH:16])=[O:15])[CH2:2][CH2:3]1 |f:1.2|. Procedure details: To a solution of dimethyl 5-cyclopropylisophthalate (0.8 g, 3.42 mmol) in MeOH (10 mL) and THF (10 mL) was added potassium hydroxide (0.23 g, 4.1 mmol) with stirring. The reaction mixture was heated at 78° C. for 7 h. It was cooled to rt and concentrated in vacuo. To the residue was added a small amount of acetic acid. The mixture was purified by preparative HPLC. The fractions containing the desired product were combined, concentrated and lyophilized to afford 5-cyclopropylisophthalic acid as a... The reactants are CCOC1CN(C(=O)OCc2ccccc2)CC1Nc1nc(CC)c(-c2ccc(OC)nc2C)nc1CC, CCO, C1=CCC=CC1. Yields the product CCOC1CNCC1Nc1nc(CC)c(-c2ccc(OC)nc2C)nc1CC. Reaction SMILES: [CH2:1]([CH3:2])[c:3]1[c:4]([NH:20][CH:21]2[CH2:22][N:23]([C:29]([O:30][CH2:31][c:32]3[cH:33][cH:34][cH:35][cH:36][cH:37]3)=[O:38])[CH2:24][CH:25]2[O:26][CH2:27][CH3:28])[n:5][c:6]([CH2:18][CH3:19])[c:7](-[c:9]2[c:10]([CH3:17])[n:11][c:12]([O:15][CH3:16])[cH:13][cH:14]2)[n:8]1.[CH3:45][CH2:46][OH:47].[CH:39]1=[CH:44][CH2:43][CH:42]=[CH:41][CH2:40]1>>[CH2:1]([CH3:2])[c:3]1[c:4]([NH:20][CH:21]2[CH2:22][NH:23][CH2:24][CH:25]2[O:26][CH2:27][CH3:28])[n:5][c:6]([CH2:18][CH3:19])[c:7](-[c:9]2[c:10]([CH3:17])[n:11][c:12]([O:15][CH3:16])[cH:13][cH:14]2)[n:8]1. The reactants are OC(CCCC(C=C)=O)CC (racemic 7-hydroxy-1-nonen-3-one), C1(=CC=CC=C1)C(C)N ((-)-α-phenylethylamine). The solvent is CCCCCC (hexane), CCCCCC (hexane). Yields the product Hexane-ether-, C1(=CC=CC=C1)C(C)NCCC1(OC(CCC1)CC)O (2-[2-(1-phenylethylamino)-ethyl]-6-ethyl-2-tetrahydropyranol). As a reaction SMILES: [OH:1][CH:2]([CH2:10][CH3:11])[CH2:3][CH2:4][CH2:5][C:6](=[O:9])[CH:7]=[CH2:8].[C:12]1([CH:18]([NH2:20])[CH3:19])[CH:17]=[CH:16][CH:15]=[CH:14][CH:13]=1>CCCCCC>[C:12]1([CH:18]([NH:20][CH2:11][CH2:10][C:2]2([OH:1])[CH2:3][CH2:4][CH2:5][CH:6]([CH2:7][CH3:8])[O:9]2)[CH3:19])[CH:17]=[CH:16][CH:15]=[CH:14][CH:13]=1. Procedure details: A solution of racemic 7-hydroxy-1-nonen-3-one [21.3 g.; crude obtained as in Example 1(d)] in hexane (200 ml.) was treated for 15 hours at 25°C. with a solution of (-)-α-phenylethylamine (11.5 g.) in hexane (115 ml.). The reaction mixture was then purified by chromatography on alumina (660 g.). Elution with hexane first gave unpolar by-products. Hexane-ether-(4:1)-, (1:1), and straight ether then eluted 2-[2-(1-phenylethylamino)-ethyl]-6-ethyl-2-tetrahydropyranol obtained in solid form after eva... The reactants are OCC1=C2C=CC=C(C2=CC=C1)O (5-hydroxymethylnaphthalen-1-ol), ClC1=NC=C(C#N)C=C1 (6-chloronicotinonitrile). Yields the product OCC1=C2C=CC=C(C2=CC=C1)OC1=NC=C(C#N)C=C1 (6-(5-Hydroxymethylnaphthalene-1-yloxy)nicotinonitrile). Reaction SMILES: [OH:1][CH2:2][C:3]1[CH:12]=[CH:11][CH:10]=[C:9]2[C:4]=1[CH:5]=[CH:6][CH:7]=[C:8]2[OH:13].Cl[C:15]1[CH:22]=[CH:21][C:18]([C:19]#[N:20])=[CH:17][N:16]=1>>[OH:1][CH2:2][C:3]1[CH:12]=[CH:11][CH:10]=[C:9]2[C:4]=1[CH:5]=[CH:6][CH:7]=[C:8]2[O:13][C:15]1[CH:22]=[CH:21][C:18]([C:19]#[N:20])=[CH:17][N:16]=1. Procedure: Using the procedure outlined in Preparation 15, 5-hydroxymethylnaphthalen-1-ol (Preparation 32) and 6-chloronicotinonitrile were converted to the title compound: RT=3.17 min; m/z (ES+)=277.1 [M+H]+. The product is Cc1cc(-n2ccnc2)c2cccc(OCc3c(Cl)ccc(N(C)C(=O)CN4C(=O)c5ccccc5C4=O)c3Cl)c2n1. The reactants are O=C([O-])[O-], CCCC[N+](CCCC)(CCCC)CCCC, CN(C)C=O, ClC(Cl)Cl, CN(C(=O)CN1C(=O)c2ccccc2C1=O)c1ccc(Cl)c(COS(C)(=O)=O)c1Cl, [I-], [K+], [K+], O, Cc1cc(-n2ccnc2)c2cccc(O)c2n1. Reaction SMILES: [C:48](=[O:49])([O-:50])[O-:51].[CH2:56]([N+:57]([CH2:58][CH2:59][CH2:60][CH3:61])([CH2:62][CH2:63][CH2:64][CH3:65])[CH2:66][CH2:67][CH2:68][CH3:69])[CH2:70][CH2:71][CH3:72].[CH3:73][N:74]([CH3:75])[CH:76]=[O:77].[CH:78]([Cl:79])([Cl:80])[Cl:81].[Cl:1][c:2]1[c:3]([CH2:25][O:26][S:27]([CH3:28])(=[O:29])=[O:30])[c:4]([Cl:24])[cH:5][cH:6][c:7]1[N:8]([C:9]([CH2:10][N:11]1[C:12](=[O:21])[c:13]2[c:14]([cH:17][cH:18][cH:19][cH:20]2)[C:15]1=[O:16])=[O:22])[CH3:23].[I-:55].[K+:52].[K+:53].[OH2:54].[OH:31][c:32]1[cH:33][cH:34][cH:35][c:36]2[c:37](-[n:43]3[cH:44][n:45][cH:46][cH:47]3)[cH:38][c:39]([CH3:42])[n:40][c:41]12>>[Cl:1][c:2]1[c:3]([CH2:25][O:26][c:32]2[cH:33][cH:34][cH:35][c:36]3[c:37](-[n:43]4[cH:44][n:45][cH:46][cH:47]4)[cH:38][c:39]([CH3:42])[n:40][c:41]23)[c:4]([Cl:24])[cH:5][cH:6][c:7]1[N:8]([C:9]([CH2:10][N:11]1[C:12](=[O:21])[c:13]2[c:14]([cH:17][cH:18][cH:19][cH:20]2)[C:15]1=[O:16])=[O:22])[CH3:23]. Product: O[C@@H](/C=C/C#C/C=C/C=C/[C@@H]1[C@@H](OC(O1)(C)C)COCC(=O)OC)COC1=CC=C(C=C1)F (2-[[(4S,5R)-5-[(1E,3E,7E,9S)-9-hydroxy-10-(4-fluorophenoxy)-1,3,7-decatrien-5-ynyl]-2,2-dimethyl-1,3-dioxolan-4-yl]methoxy]ethanoic acid, methyl ester). The reagents and catalysts are C=1C=CC(=CC1)[P](C=2C=CC=CC2)(C=3C=CC=CC3)[Pd]([P](C=4C=CC=CC4)(C=5C=CC=CC5)C=6C=CC=CC6)([P](C=7C=CC=CC7)(C=8C=CC=CC8)C=9C=CC=CC9)[P](C=1C=CC=CC1)(C=1C=CC=CC1)C=1C=CC=CC1 (tetrakis(triphenylphosphine)palladium(0)), [Cu]I (copper(I) iodide). Reaction conditions: time 4 hour. Reactants: Br\C=C\[C@@H](COC1=CC=C(C=C1)F)O ((1E,3S)-1-bromo-4-(4-fluorophenoxy)-3-hydroxy-1-butene), C(C)NCC (diethylamine), C(=C\C=C\C#C)/[C@@H]1[C@@H](OC(O1)(C)C)COCC(=O)OC (2-[[(4S,5R)-5-[(1E,3E)-1,3-hexadien-5-ynyl]-2,2-dimethyl-1,3-dioxolan-4-yl]methoxy]ethanoic acid, methyl ester). Yield: 79.6%. Reaction SMILES: Br/[CH:2]=[CH:3]/[C@H:4]([OH:14])[CH2:5][O:6][C:7]1[CH:12]=[CH:11][C:10]([F:13])=[CH:9][CH:8]=1.C(NCC)C.[CH:20](/[C@H:26]1[O:30][C:29]([CH3:32])([CH3:31])[O:28][C@H:27]1[CH2:33][O:34][CH2:35][C:36]([O:38][CH3:39])=[O:37])=[CH:21]\[CH:22]=[CH:23]\[C:24]#[CH:25]>C1COCC1.C1C=CC([P]([Pd]([P](C2C=CC=CC=2)(C2C=CC=CC=2)C2C=CC=CC=2)([P](C2C=CC=CC=2)(C2C=CC=CC=2)C2C=CC=CC=2)[P](C2C=CC=CC=2)(C2C=CC=CC=2)C2C=CC=CC=2)(C2C=CC=CC=2)C2C=CC=CC=2)=CC=1.[Cu]I>[OH:14][C@H:4]([CH2:5][O:6][C:7]1[CH:12]=[CH:11][C:10]([F:13])=[CH:9][CH:8]=1)/[CH:3]=[CH:2]/[C:25]#[C:24]/[CH:23]=[CH:22]/[CH:21]=[CH:20]/[C@H:26]1[O:30][C:29]([CH3:32])([CH3:31])[O:28][C@H:27]1[CH2:33][O:34][CH2:35][C:36]([O:38][CH3:39])=[O:37] |^1:48,50,69,88|. Procedure: In a flame dried flask, a solution of (1E,3S)-1-bromo-4-(4-fluorophenoxy)-3-hydroxy-1-butene (0.84 g, 3 mmol), tetrakis(triphenylphosphine)palladium(0) (0.13 g, 0.2 mmol) and copper(I) iodide (60 mg, 0.3 mmol) in THF (50 mL) and diethylamine (5 mL, 48 mmol) was carefully deoxygenated by bubbling in argon gas for 45 minutes. The reaction was stirred as a solution of 2-[[(4S,5R)-5-[(1E,3E)-1,3-hexadien-5-ynyl]-2,2-dimethyl-1,3-dioxolan-4-yl]methoxy]ethanoic acid, methyl ester, (0.9 g, 3.2 mmol) in... Solvent: C1CCOC1 (THF), C1CCOC1 (THF).